This data is from the Open Reaction Database (ORD), a public repository of structured organic reaction records. The task is: describe an organic reaction: reactants, conditions, products, and yield The product is FC=1C2=C(C=C3CC4(C(NC(NC4=O)=O)=O)[C@@H]4N(C13)C[C@H](O[C@H]4C)C)C(=NO2)C2=CC=CC=C2 ((2R,4S,4aS)-rel-11-fluoro-2,4-dimethyl-8-phenyl-1,2,4,4a-tetrahydro-2′H,6H-spiro[isoxazolo[4,5-g][1,4]oxazino[4,3-a]quinoline-5,5′-pyrimidine]-2′,4′,6′(1′H,3′H)-trione). Run at temperature 100 celsius. Reported procedure: Cs2CO3 (130 mg, 0.0004 mmol) was added to a solution of (2R,4S,4aS)-rel-9,10-difluoro-8-[(E)-(hydroxyimino)(phenyl)methyl]-2,4-dimethyl-1,2,4,4a-tetrahydro-2′H,6H-spiro[1,4-oxazino[4,3-a]quinoline-5,5′-pyrimidine]-2′,4′,6′(1′H,3′H)-trione (Intermediate 29, 100 mg, 0.0002 mmol) in DMF (1.5 mL), and the mixture was heated to 100° C. for 14 h. The reaction mixture was cooled to room temperature and filtered through a Celite bed. The solvent was removed, and the residue was subjected to reverse phas... RXN SMILES: C([O-])([O-])=O.[Cs+].[Cs+].F[C:8]1[C:25]([F:26])=[C:24]2[C:11]([CH2:12][C:13]3([C@H:22]4[C@H:30]([CH3:31])[O:29][C@H:28]([CH3:32])[CH2:27][N:23]42)[C:18](=[O:19])[NH:17][C:16](=[O:20])[NH:15][C:14]3=[O:21])=[CH:10][C:9]=1/[C:33](=[N:40]/[OH:41])/[C:34]1[CH:39]=[CH:38][CH:37]=[CH:36][CH:35]=1>CN(C=O)C>[F:26][C:25]1[C:8]2[O:41][N:40]=[C:33]([C:34]3[CH:35]=[CH:36][CH:37]=[CH:38][CH:39]=3)[C:9]=2[CH:10]=[C:11]2[C:24]=1[N:23]1[CH2:27][C@@H:28]([CH3:32])[O:29][C@@H:30]([CH3:31])[C@@H:22]1[C:13]1([C:14](=[O:21])[NH:15][C:16](=[O:20])[NH:17][C:18]1=[O:19])[CH2:12]2 |f:0.1.2|. Reactants: C(=O)([O-])[O-].[Cs+].[Cs+] (Cs2CO3), FC1=C(C=C2CC3(C(NC(NC3=O)=O)=O)[C@@H]3N(C2=C1F)C[C@H](O[C@H]3C)C)/C(/C3=CC=CC=C3)=N/O ((2R,4S,4aS)-rel-9,10-difluoro-8-[(E)-(hydroxyimino)(phenyl)methyl]-2,4-dimethyl-1,2,4,4a-tetrahydro-2′H,6H-spiro[1,4-oxazino[4,3-a]quinoline-5,5′-pyrimidine]-2′,4′,6′(1′H,3′H)-trione), FC1=C(C=C2CC3(C(NC(NC3=O)=O)=O)[C@@H]3N(C2=C1F)C[C@H](O[C@H]3C)C)/C(/C3=CC=CC=C3)=N/O ((2R,4S,4aS)-rel-9,10-difluoro-8-[(E)-(hydroxyimino)(phenyl)methyl]-2,4-dimethyl-1,2,4,4a-tetrahydro-2′H,6H-spiro[1,4-oxazino[4,3-a]quinoline-5,5′-pyrimidine]-2′,4′,6′(1′H,3′H)-trione). Run in CN(C)C=O (DMF). The reactants are ClCCCl, COC(=O)C#CC(=O)OC, Nc1ccccc1. Product: COC(=O)C=C(Nc1ccccc1)C(=O)OC. Reaction SMILES: [CH2:18]([Cl:19])[CH2:20][Cl:21].[CH3:1][O:2][C:3](=[O:4])[C:5]#[C:6][C:7](=[O:8])[O:9][CH3:10].[NH2:11][c:12]1[cH:13][cH:14][cH:15][cH:16][cH:17]1>>[CH3:1][O:2][C:3](=[O:4])[CH:5]=[C:6]([C:7](=[O:8])[O:9][CH3:10])[NH:11][c:12]1[cH:13][cH:14][cH:15][cH:16][cH:17]1. Reactants: C(C)OP(OCC)OCC (triethylphosphite), C#CC (propyne), C(=O)=O (carbon dioxide), solution, CC(CCC[Mg]Br)=C (4-methyl-4-penten-1-yl magnesium bromide), cuprous bromide dimethyl sulfide, CSC (dimethyl sulfide). Run in CN(C)P(=O)(N(C)C)N(C)C (HMPA), CCOCC (ether). Run at time 1.5 hour. Product: C/C(=C/C(=O)O)/CCCC(=C)C ((Z)-3,7-dimethyl-2,7-octadienoic acid). As a reaction SMILES: CSC.[CH3:4][C:5](=[CH2:11])[CH2:6][CH2:7][CH2:8][Mg]Br.[CH:12]#[C:13][CH3:14].C(OP(OCC)OCC)C.[C:25](=[O:27])=[O:26]>CN(P(N(C)C)(N(C)C)=O)C.CCOCC>[CH3:4]/[C:5](/[CH2:6][CH2:7][CH2:8][C:13]([CH3:14])=[CH2:12])=[CH:11]/[C:25]([OH:27])=[O:26]. Reported procedure: A solution of 4.7 g (23.0 mmol) of cuprous bromide/dimethyl sulfide complex (prepared as in Example 1C), 20 ml of ether and 42 ml of dimethyl sulfide, under nitrogen, is cooled to about -50°. A 0.41 M solution of 4-methyl-4-penten-1-yl magnesium bromide (51 ml, 21.9 mmol) (prepared as in Example 1B) is added over a 1 hr period. The reaction is stirred approximately 1.5 hr, and then about 4 ml propyne is added and the mixture is warmed to -20°. After 1 hr, 25 ml of HMPA and triethylphosphite are ... The reactants are ClC=1C(=CC2=C(NC(O2)=O)C1)O (5-chloro-6-hydroxy-1,3-benzoxazol-2(3H)-one), N1C=NC=C1 (imidazole), C(C)(C)[Si](C(C)C)(C(C)C)Cl (Triisopropylsilylchloride). Solvent: CN(C=O)C (dimethylformamide). The product is ClC=1C(=CC2=C(NC(O2)=O)C1)O[Si](C(C)C)(C(C)C)C(C)C (5-chloro-6-[(triisopropylsilyl)oxy]-1,3-benzoxazol-2(3H)-one). The yield is 84.8%. As a reaction SMILES: [Cl:1][C:2]1[C:3]([OH:12])=[CH:4][C:5]2[O:9][C:8](=[O:10])[NH:7][C:6]=2[CH:11]=1.N1C=CN=C1.[CH:18]([Si:21](Cl)([CH:25]([CH3:27])[CH3:26])[CH:22]([CH3:24])[CH3:23])([CH3:20])[CH3:19]>CN(C)C=O>[Cl:1][C:2]1[C:3]([O:12][Si:21]([CH:25]([CH3:27])[CH3:26])([CH:22]([CH3:24])[CH3:23])[CH:18]([CH3:20])[CH3:19])=[CH:4][C:5]2[O:9][C:8](=[O:10])[NH:7][C:6]=2[CH:11]=1. Procedure: 5-chloro-6-hydroxy-1,3-benzoxazol-2(3H)-one (0.93 g, 5 mmol) and imidazole (1.00 g, 15 mmol) were dissolved in dimethylformamide (10 mL) with stirring under inert atmosphere. Triisopropylsilylchloride (1.15 g, 6 mmol) was added and the resulting solution was stirred for 3 days. The reaction mixture was partitioned between water and heptane. The organic layer was washed with water and dried over magnesium sulphate, filtrated and concentrated, to give 1.45 g (85%) of the subtitled compound as a gr... The solvent is C(C)O (ethyl alcohol). Starting materials: N1=CC(=CC=C1)CN1C(C2=C3C(C=CC=C13)=CC=C2)=S (1-(3-pyridinylmethyl)-benz[cd]indole-2(1H)-thione), N1(C=NC=C1)CCCN (1H-imidazole -1-propanamine), mercuric acetate. Procedure: A mixture of 2.75 g of 1-(3-pyridinylmethyl)-benz[cd]indole-2(1H)-thione (Cg), 1.4 g of 1H-imidazole -1-propanamine, 150 ml of ethyl alcohol and 3.5 g of mercuric acetate is reacted as described in Example 3, giving 2.7 g of the desired product, mp. 139°-141° C. RXN SMILES: [N:1]1[CH:6]=[CH:5][CH:4]=[C:3]([CH2:7][N:8]2[C:16]3[C:11]4[C:12](=[CH:17][CH:18]=[CH:19][C:10]=4[C:9]2=S)[CH:13]=[CH:14][CH:15]=3)[CH:2]=1.[N:21]1([CH2:26][CH2:27][CH2:28][NH2:29])[CH:25]=[CH:24][N:23]=[CH:22]1>C(O)C>[N:1]1[CH:6]=[CH:5][CH:4]=[C:3]([CH2:7][N:8]2[C:16]3[C:11]4[C:12](=[CH:17][CH:18]=[CH:19][C:10]=4[C:9]2=[C:28]([NH2:29])[CH2:27][CH2:26][N:21]2[CH:25]=[CH:24][N:23]=[CH:22]2)[CH:13]=[CH:14][CH:15]=3)[CH:2]=1. Product: N1=CC(=CC=C1)CN1C(C2=C3C(C=CC=C13)=CC=C2)=C(CCN2C=NC=C2)N (1-(3-Pyridinylmethyl)benz[cd]indol-2(1H)-ylidene-1H-imidazole-1-propanamine). The yield is 73.8%.